describe an organic reaction: reactants, conditions, products, and yield From a dataset of the Open Reaction Database (ORD), a public repository of structured organic reaction records. The reactants are BrC1=NC=C(C=2C1=CN(N2)C2=C(C=CC=C2Cl)Cl)Cl (4-bromo-7-chloro-2-(2,6-dichlorophenyl)-2H-pyrazolo[4,3-c]pyridine), C(N)(OC(C)(C)C)=O (tert-butyl carbamate), [O-]P(=O)([O-])[O-].[K+].[K+].[K+] (potassium phosphate tribasic). The reagents and catalysts are C=1C=CC(=CC1)/C=C/C(=O)/C=C/C2=CC=CC=C2.C=1C=CC(=CC1)/C=C/C(=O)/C=C/C2=CC=CC=C2.C=1C=CC(=CC1)/C=C/C(=O)/C=C/C2=CC=CC=C2.[Pd].[Pd] (Pd2(dba)3), CC1(C2=C(C(=CC=C2)P(C3=CC=CC=C3)C4=CC=CC=C4)OC5=C(C=CC=C51)P(C6=CC=CC=C6)C7=CC=CC=C7)C (Xantphos). Run in C1(=CC=CC=C1)C (toluene), O (water). Run at temperature 70 celsius. Product: C(C)(C)(C)OC(NC1=NC=C(C=2C1=CN(N2)C2=C(C=CC=C2Cl)Cl)Cl)=O ([7-Chloro-2-(2,6-dichlorophenyl)-2H-pyrazolo[4,3-c]pyridin-4-yl]-carbamic acid tert-butyl ester). Isolated yield 121.1%. As a reaction SMILES: Br[C:2]1[C:7]2=[CH:8][N:9]([C:11]3[C:16]([Cl:17])=[CH:15][CH:14]=[CH:13][C:12]=3[Cl:18])[N:10]=[C:6]2[C:5]([Cl:19])=[CH:4][N:3]=1.[C:20](=[O:27])([O:22][C:23]([CH3:26])([CH3:25])[CH3:24])[NH2:21].[O-]P([O-])([O-])=O.[K+].[K+].[K+]>C1(C)C=CC=CC=1.O.C1C=CC(/C=C/C(/C=C/C2C=CC=CC=2)=O)=CC=1.C1C=CC(/C=C/C(/C=C/C2C=CC=CC=2)=O)=CC=1.C1C=CC(/C=C/C(/C=C/C2C=CC=CC=2)=O)=CC=1.[Pd].[Pd].CC1(C)C2C(=C(P(C3C=CC=CC=3)C3C=CC=CC=3)C=CC=2)OC2C(P(C3C=CC=CC=3)C3C=CC=CC=3)=CC=CC1=2>[C:23]([O:22][C:20](=[O:27])[NH:21][C:2]1[C:7]2=[CH:8][N:9]([C:11]3[C:16]([Cl:17])=[CH:15][CH:14]=[CH:13][C:12]=3[Cl:18])[N:10]=[C:6]2[C:5]([Cl:19])=[CH:4][N:3]=1)([CH3:26])([CH3:25])[CH3:24] |f:2.3.4.5,8.9.10.11.12|. Procedure details: A mixture of 4-bromo-7-chloro-2-(2,6-dichlorophenyl)-2H-pyrazolo[4,3-c]pyridine (400 mg, 1.06 mmol), tert-butyl carbamate (619 mg, 5.3 mmol), Pd2(dba)3 (48 mg, 0.05 mmol), Xantphos (61 mg, 0.1 mmol) and potassium phosphate tribasic (449 mg, 2.1 mmol) in toluene (10 mL) and water (2.0 mL) was purged with argon and heated at 70° C. for 3 hours. The reaction mixture was filtered through Celite® and washed with ethyl acetate. The filtrate was washed with water and brine, dried over sodium sulphate, ... Reactants: C(C)(C)NC(C)C (diisopropylamine), [Li]CCCC (nBuLi), C(CCC)OC(C)=O (butylacetate), N12CC(C(CC1)CC2)=O (Quinuclidin-3-one). Solvent: O (water), O1CCCC1 (tetrahydrofuran), O1CCCC1 (THF), O1CCCC1 (THF). Reaction conditions: temperature -78 celsius, time 40 minute. Product: C(CCC)OC(CC1(CN2CCC1CC2)O)=O (2-(3-Hydroxy-1-azabicyclo[2.2.2]oct-3-yl)acetic acid 1 butyl ester). RXN SMILES: C(NC(C)C)(C)C.[Li]CCCC.[CH2:13]([O:17][C:18](=[O:20])[CH3:19])[CH2:14][CH2:15][CH3:16].[N:21]12[CH2:28][CH2:27][CH:24]([CH2:25][CH2:26]1)[C:23](=[O:29])[CH2:22]2>O1CCCC1.O>[CH2:13]([O:17][C:18](=[O:20])[CH2:19][C:23]1([OH:29])[CH:24]2[CH2:27][CH2:28][N:21]([CH2:26][CH2:25]2)[CH2:22]1)[CH2:14][CH2:15][CH3:16]. Procedure details: To a 0° C. solution of diisopropylamine (6.7 ml) in tetrahydrofuran (THF) (20 ml) was added 2.3M nBuLi (20 ml). The reaction mixture was stirred for 40 minutes and then cooled to -78° C. To this mixture was added dropwise a solution of 1 butylacetate (6.4 ml) in 10 ml of THF and stirring continued for an additional 15 minutes. Quinuclidin-3-one (free base) (5.0 g) in THF (15 ml) was added to the mixture dropwise and the mixture was allowed to warm to 0° C. over 1 hour. To this solution was added...